The task is: describe an organic reaction: reactants, conditions, products, and yield. This data is from the Open Reaction Database (ORD), a public repository of structured organic reaction records. Starting materials: CN(C)c1ccccc1-c1ccccc1P(C1CCCCC1)C1CCCCC1, [Cl-], O=c1[nH]c(-c2ccccc2C(F)(F)F)cc2ccc(Cl)cc12, [NH4+], OCC1CCNCC1, O=C(C=Cc1ccccc1)C=Cc1ccccc1, O=C(C=Cc1ccccc1)C=Cc1ccccc1, O=C(C=Cc1ccccc1)C=Cc1ccccc1, [Pd], [Pd]. The product is O=c1[nH]c(-c2ccccc2C(F)(F)F)cc2ccc(N3CCC(CO)CC3)cc12. RXN SMILES: [CH:31]1([P:32]([CH:33]2[CH2:34][CH2:35][CH2:36][CH2:37][CH2:38]2)[c:39]2[cH:40][cH:41][cH:42][cH:43][c:44]2-[c:45]2[cH:46][cH:47][cH:48][cH:49][c:50]2[N:51]([CH3:52])[CH3:53])[CH2:54][CH2:55][CH2:56][CH2:57][CH2:58]1.[Cl-:59].[Cl:1][c:2]1[cH:3][cH:4][c:5]2[cH:6][c:7](-[c:13]3[c:14]([C:19]([F:20])([F:21])[F:22])[cH:15][cH:16][cH:17][cH:18]3)[nH:8][c:9](=[O:12])[c:10]2[cH:11]1.[NH4+:60].[NH:23]1[CH2:24][CH2:25][CH:26]([CH2:29][OH:30])[CH2:27][CH2:28]1.[O:63]=[C:64]([CH:65]=[CH:66][c:67]1[cH:68][cH:69][cH:70][cH:71][cH:72]1)[CH:73]=[CH:74][c:75]1[cH:76][cH:77][cH:78][cH:79][cH:80]1.[O:81]=[C:82]([CH:83]=[CH:84][c:85]1[cH:86][cH:87][cH:88][cH:89][cH:90]1)[CH:91]=[CH:92][c:93]1[cH:94][cH:95][cH:96][cH:97][cH:98]1.[O:99]=[C:100]([CH:101]=[CH:102][c:103]1[cH:104][cH:105][cH:106][cH:107][cH:108]1)[CH:109]=[CH:110][c:111]1[cH:112][cH:113][cH:114][cH:115][cH:116]1.[Pd:61].[Pd:62]>>[c:2]1([N:23]2[CH2:24][CH2:25][CH:26]([CH2:29][OH:30])[CH2:27][CH2:28]2)[cH:3][cH:4][c:5]2[cH:6][c:7](-[c:13]3[c:14]([C:19]([F:20])([F:21])[F:22])[cH:15][cH:16][cH:17][cH:18]3)[nH:8][c:9](=[O:12])[c:10]2[cH:11]1. Reactants: ClC1=NC=CN=C1Cl (2,3-dichloro-pyrazine), OC1CC(C1)NC(OC(C)(C)C)=O (tert-butyl (3-hydroxycyclobutyl)carbamate), C(=O)([O-])[O-].[Cs+].[Cs+] (Cs2CO3). The solvent is O (water), CS(=O)C (DMSO). Run at temperature 80 celsius, time 8 hour. Product: ClC=1C(=NC=CN1)OC1CC(C1)NC(OC(C)(C)C)=O (tert-butyl (3-((3-chloropyrazin-2-yl)oxy)cyclobutyl)carbamate). Isolated yield 76.0%. RXN SMILES: Cl[C:2]1[C:7]([Cl:8])=[N:6][CH:5]=[CH:4][N:3]=1.[OH:9][CH:10]1[CH2:13][CH:12]([NH:14][C:15](=[O:21])[O:16][C:17]([CH3:20])([CH3:19])[CH3:18])[CH2:11]1.C([O-])([O-])=O.[Cs+].[Cs+]>CS(C)=O.O>[Cl:8][C:7]1[C:2]([O:9][CH:10]2[CH2:11][CH:12]([NH:14][C:15](=[O:21])[O:16][C:17]([CH3:19])([CH3:18])[CH3:20])[CH2:13]2)=[N:3][CH:4]=[CH:5][N:6]=1 |f:2.3.4|. Procedure details: To a mixture of 2,3-dichloro-pyrazine (3.0 g, 20 mmol) and tert-butyl (3-hydroxycyclobutyl)carbamate (see PREPARATION 4B; 3.65 g, 20 mmol) in DMSO (50 mL) was added Cs2CO3 (13.2 g, 40 mmol), and then the mixture was stirred at 80° C. overnight. The reaction mixture was diluted with water and filtered. The filtrate cake was washed with water, and dried to give tert-butyl (3-((3-chloropyrazin-2-yl)oxy)cyclobutyl)carbamate (4.5 g, 15.2 mmol, 76%). ESI-MS (M+1): 300 calc. for C13H18ClN3O3 299. Reactants: Cc1cc(N)cc(B2OC(C)(C)C(C)(C)O2)c1, CS(=O)(=O)O, COCCCOc1ccnc(Cl)n1, C1COCCO1. Yields the product COCCCOc1ccnc(Nc2cc(C)cc(B3OC(C)(C)C(C)(C)O3)c2)n1. Reaction SMILES: [CH3:14][c:15]1[cH:16][c:17]([NH2:18])[cH:19][c:20]([B:22]2[O:23][C:24]([CH3:29])([CH3:30])[C:25]([CH3:27])([CH3:28])[O:26]2)[cH:21]1.[CH3:31][S:32](=[O:33])(=[O:34])[OH:35].[Cl:1][c:2]1[n:3][cH:4][cH:5][c:6]([O:8][CH2:9][CH2:10][CH2:11][O:12][CH3:13])[n:7]1.[O:36]1[CH2:37][CH2:38][O:39][CH2:40][CH2:41]1>>[c:2]1([NH:18][c:17]2[cH:16][c:15]([CH3:14])[cH:21][c:20]([B:22]3[O:23][C:24]([CH3:29])([CH3:30])[C:25]([CH3:27])([CH3:28])[O:26]3)[cH:19]2)[n:3][cH:4][cH:5][c:6]([O:8][CH2:9][CH2:10][CH2:11][O:12][CH3:13])[n:7]1. The reactants are BrC1=CC=C(C=C1)C1=C(C(=NO1)C)CC(=O)N1CC2=CC=CC=C2C1 (2-[5-(4-bromo-phenyl)-3-methyl-isoxazol-4-yl]-1-(1,3-dihydro-isoindol-2-yl)-ethanone), C(C)OC(=O)C1(CC1)C1=CC=C(C=C1)B1OC(C(O1)(C)C)(C)C (1-[4-(4,4,5,5-tetramethyl-[1,3,2]dioxaborolan-2-yl)-phenyl]-cyclopropanecarboxylic acid ethyl ester). Yields the product C(C)OC(=O)C1(CC1)C1=CC=C(C=C1)C1=CC=C(C=C1)C1=C(C(=NO1)C)CC(=O)N1CC2=CC=CC=C2C1 (1-(4′-{4-[2-(1,3-Dihydro-isoindol-2-yl)-2-oxo-ethyl]-3-methyl-isoxazol-5-yl}-biphenyl-4-yl)-cyclopropanecarboxylic acid ethyl ester). RXN SMILES: Br[C:2]1[CH:7]=[CH:6][C:5]([C:8]2[O:12][N:11]=[C:10]([CH3:13])[C:9]=2[CH2:14][C:15]([N:17]2[CH2:25][C:24]3[C:19](=[CH:20][CH:21]=[CH:22][CH:23]=3)[CH2:18]2)=[O:16])=[CH:4][CH:3]=1.[CH2:26]([O:28][C:29]([C:31]1([C:34]2[CH:39]=[CH:38][C:37](B3OC(C)(C)C(C)(C)O3)=[CH:36][CH:35]=2)[CH2:33][CH2:32]1)=[O:30])[CH3:27]>>[CH2:26]([O:28][C:29]([C:31]1([C:34]2[CH:39]=[CH:38][C:37]([C:2]3[CH:3]=[CH:4][C:5]([C:8]4[O:12][N:11]=[C:10]([CH3:13])[C:9]=4[CH2:14][C:15]([N:17]4[CH2:25][C:24]5[C:19](=[CH:20][CH:21]=[CH:22][CH:23]=5)[CH2:18]4)=[O:16])=[CH:6][CH:7]=3)=[CH:36][CH:35]=2)[CH2:32][CH2:33]1)=[O:30])[CH3:27]. Procedure details: Prepared according to the procedure described in Example 3, Step 5, using 2-[5-(4-bromo-phenyl)-3-methyl-isoxazol-4-yl]-1-(1,3-dihydro-isoindol-2-yl)-ethanone and 1-[4-(4,4,5,5-tetramethyl-[1,3,2]dioxaborolan-2-yl)-phenyl]-cyclopropanecarboxylic acid ethyl ester. Reactants: Cc1ccccc1, O=C(O)c1ccc(Cl)nc1, OB(O)c1cccc(F)c1, [K+], [K+], O=C([O-])[O-], O, c1ccc(P(c2ccccc2)(c2ccccc2)[Pd](P(c2ccccc2)(c2ccccc2)c2ccccc2)(P(c2ccccc2)(c2ccccc2)c2ccccc2)P(c2ccccc2)(c2ccccc2)c2ccccc2)cc1. The product is O=C(O)c1ccc(-c2cccc(F)c2)nc1. Reaction SMILES: [CH3:28][c:29]1[cH:30][cH:31][cH:32][cH:33][cH:34]1.[Cl:17][c:18]1[n:19][cH:20][c:21]([C:22](=[O:23])[OH:24])[cH:25][cH:26]1.[F:1][c:2]1[cH:3][c:4]([B:8]([OH:9])[OH:10])[cH:5][cH:6][cH:7]1.[K+:11].[K+:12].[O-:13][C:14]([O-:15])=[O:16].[OH2:27].[cH:35]1[cH:36][cH:37][c:38]([P:39]([Pd:40]([P:41]([c:42]2[cH:43][cH:44][cH:45][cH:46][cH:47]2)([c:48]2[cH:49][cH:50][cH:51][cH:52][cH:53]2)[c:54]2[cH:55][cH:56][cH:57][cH:58][cH:59]2)([P:60]([c:61]2[cH:62][cH:63][cH:64][cH:65][cH:66]2)([c:67]2[cH:68][cH:69][cH:70][cH:71][cH:72]2)[c:73]2[cH:74][cH:75][cH:76][cH:77][cH:78]2)[P:79]([c:80]2[cH:81][cH:82][cH:83][cH:84][cH:85]2)([c:86]2[cH:87][cH:88][cH:89][cH:90][cH:91]2)[c:92]2[cH:93][cH:94][cH:95][cH:96][cH:97]2)([c:98]2[cH:99][cH:100][cH:101][cH:102][cH:103]2)[c:104]2[cH:105][cH:106][cH:107][cH:108][cH:109]2)[cH:110][cH:111]1>>[F:1][c:2]1[cH:3][c:4](-[c:18]2[n:19][cH:20][c:21]([C:22](=[O:23])[OH:24])[cH:25][cH:26]2)[cH:5][cH:6][cH:7]1.